Dataset: the Open Reaction Database (ORD), a public repository of structured organic reaction records. Task: describe an organic reaction: reactants, conditions, products, and yield The reactants are CO, Cl, CC(C)(C)OC(=O)N1CCCC(c2cc(-c3ccc4cn(Cc5ccccc5)nc4c3)c3c(N)ncnn23)C1, C1COCCO1. Yields the product Cl, Nc1ncnn2c(C3CCCNC3)cc(-c3ccc4cn(Cc5ccccc5)nc4c3)c12. Reaction SMILES: [CH3:41][OH:42].[ClH:40].[NH2:1][c:2]1[n:3][cH:4][n:5][n:6]2[c:7]1[c:8](-[c:24]1[cH:25][cH:26][c:27]3[cH:28][n:29]([CH2:33][c:34]4[cH:35][cH:36][cH:37][cH:38][cH:39]4)[n:30][c:31]3[cH:32]1)[cH:9][c:10]2[CH:11]1[CH2:12][N:13]([C:17]([O:18][C:19]([CH3:20])([CH3:21])[CH3:22])=[O:23])[CH2:14][CH2:15][CH2:16]1.[O:43]1[CH2:44][CH2:45][O:46][CH2:47][CH2:48]1>>[ClH:40].[NH2:1][c:2]1[n:3][cH:4][n:5][n:6]2[c:7]1[c:8](-[c:24]1[cH:25][cH:26][c:27]3[cH:28][n:29]([CH2:33][c:34]4[cH:35][cH:36][cH:37][cH:38][cH:39]4)[n:30][c:31]3[cH:32]1)[cH:9][c:10]2[CH:11]1[CH2:12][NH:13][CH2:14][CH2:15][CH2:16]1. Reactants: O=C1c2ccccc2C(=O)N1CC1Cc2cc(Br)cc3[nH]c(=O)c(=O)n1c23, CC(=O)O, Cl. The product is NCC1Cc2cc(Br)cc3[nH]c(=O)c(=O)n1c23, Cl. RXN SMILES: [Br:1][c:2]1[cH:3][c:4]2[c:5]3[n:6]([c:7](=[O:13])[c:8](=[O:12])[nH:9][c:10]3[cH:11]1)[CH:14]([CH2:16][N:17]1[C:18](=[O:19])[c:20]3[cH:21][cH:22][cH:23][cH:24][c:25]3[C:26]1=[O:27])[CH2:15]2.[CH3:29][C:30](=[O:31])[OH:32].[ClH:28]>>[Br:1][c:2]1[cH:3][c:4]2[c:5]3[n:6]([c:7](=[O:13])[c:8](=[O:12])[nH:9][c:10]3[cH:11]1)[CH:14]([CH2:16][NH2:17])[CH2:15]2.[ClH:28]. Reactants: BrC=1C=CC=C2C(=CC=NC12)Cl (8-bromo-4-chloroquinoline), N1=CC(=CC2=CC=CC=C12)B(O)O (3-quinolineboronic acid), C([O-])([O-])=O.[Na+].[Na+] (sodium carbonate). Reagents/catalysts: C=1C=CC(=CC1)[P](C=2C=CC=CC2)(C=3C=CC=CC3)[Pd]([P](C=4C=CC=CC4)(C=5C=CC=CC5)C=6C=CC=CC6)([P](C=7C=CC=CC7)(C=8C=CC=CC8)C=9C=CC=CC9)[P](C=1C=CC=CC1)(C=1C=CC=CC1)C=1C=CC=CC1 (Pd(PPh3)4). The solvent is COCCOC (ethylene glycol dimethyl ether). Product: ClC1=CC=NC2=C(C=CC=C12)C=1C=NC2=CC=CC=C2C1 (4′-chloro-3,8′-biquinoline). The yield is 41.6%. As a reaction SMILES: Br[C:2]1[CH:3]=[CH:4][CH:5]=[C:6]2[C:11]=1[N:10]=[CH:9][CH:8]=[C:7]2[Cl:12].[N:13]1[C:22]2[C:17](=[CH:18][CH:19]=[CH:20][CH:21]=2)[CH:16]=[C:15](B(O)O)[CH:14]=1.C(=O)([O-])[O-].[Na+].[Na+]>COCCOC.C1C=CC([P]([Pd]([P](C2C=CC=CC=2)(C2C=CC=CC=2)C2C=CC=CC=2)([P](C2C=CC=CC=2)(C2C=CC=CC=2)C2C=CC=CC=2)[P](C2C=CC=CC=2)(C2C=CC=CC=2)C2C=CC=CC=2)(C2C=CC=CC=2)C2C=CC=CC=2)=CC=1>[Cl:12][C:7]1[C:6]2[C:11](=[C:2]([C:15]3[CH:14]=[N:13][C:22]4[C:17]([CH:16]=3)=[CH:18][CH:19]=[CH:20][CH:21]=4)[CH:3]=[CH:4][CH:5]=2)[N:10]=[CH:9][CH:8]=1 |f:2.3.4,^1:41,43,62,81|. Reported procedure: Pd(PPh3)4 (0.0581 g) was added to a solution of the obtained 8-bromo-4-chloroquinoline (0.242 g), 3-quinolineboronic acid (0.163 g), and an aqueous sodium carbonate solution (2 M, 1.5 mL) in ethylene glycol dimethyl ether (3.0 mL) in a nitrogen atmosphere, and the mixture was stirred at 85° C. for 3 hours. The reaction solution was partitioned between ethyl acetate and water. The organic layer was washed with brine and then dried over anhydrous sodium sulfate. The solvent was distilled off, and ... The reactants are C(C)(C)(C)OC(=O)N1CCN(CCC1)C(N)=S (4-thiocarbamoyl-1,4-diazepane-1-carboxylic acid tert-butyl ester), BrCC(=O)C1=CC=2C(CCC(C2C=C1)(C)C)(C)C (2-bromo-1-(5,5,8,8-tetramethyl-5,6,7,8-tetrahydronaphthalen-2-yl)ethanone). Yields the product CC1(C=2C=CC(=CC2C(CC1)(C)C)C=1N=C(SC1)N1CCNCCC1)C (1-[4-(5,5,8,8-tetramethyl-5,6,7,8-tetrahydronaphthalen-2-yl)thiazol-2-yl]-1,4-diazepane). As a reaction SMILES: C(OC([N:8]1[CH2:14][CH2:13][CH2:12][N:11]([C:15](=[S:17])[NH2:16])[CH2:10][CH2:9]1)=O)(C)(C)C.Br[CH2:19][C:20]([C:22]1[CH:31]=[CH:30][C:29]2[C:28]([CH3:33])([CH3:32])[CH2:27][CH2:26][C:25]([CH3:35])([CH3:34])[C:24]=2[CH:23]=1)=O>>[CH3:32][C:28]1([CH3:33])[CH2:27][CH2:26][C:25]([CH3:34])([CH3:35])[C:24]2[CH:23]=[C:22]([C:20]3[N:16]=[C:15]([N:11]4[CH2:12][CH2:13][CH2:14][NH:8][CH2:9][CH2:10]4)[S:17][CH:19]=3)[CH:31]=[CH:30][C:29]1=2. Procedure details: The preparation is carried out as already described starting from 1.12 g (4.55 mmol) of 4-thiocarbamoyl-1,4-diazepane-1-carboxylic acid tert-butyl ester from step a and 1.93 g (6.25 mmol) of 2-bromo-1-(5,5,8,8-tetramethyl-5,6,7,8-tetrahydronaphthalen-2-yl)ethanone. Starting materials: Cc1ccccc1, CCC(=O)C(CC=C(C)C)c1ccccc1, O=P(O)(O)O. Yields the product CCC(=O)C1CCC(C)(C)c2ccccc21. As a reaction SMILES: [CH3:22][c:23]1[cH:24][cH:25][cH:26][cH:27][cH:28]1.[CH3:6][C:7]([CH3:8])=[CH:9][CH2:10][CH:11]([C:12]([CH2:13][CH3:14])=[O:15])[c:16]1[cH:17][cH:18][cH:19][cH:20][cH:21]1.[P:1](=[O:2])([OH:3])([OH:4])[OH:5]>>[CH3:6][C:7]1([CH3:8])[CH2:9][CH2:10][CH:11]([C:12]([CH2:13][CH3:14])=[O:15])[c:16]2[cH:17][cH:18][cH:19][cH:20][c:21]21. Starting materials: ClC1=CC=C(C=C1)C(C(=O)O)C1=CC=C(C=C1)Cl (bis(4-chlorophenyl)acetic acid), NCCCN1CCC(CC1)C1=CC=CC(=N1)NC(C(C)C)=O (N-{6-[1-(3-aminopropyl)-4-piperidinyl]-2-pyridinyl}-2-methylpropanamide). Product: ClC1=CC=C(C=C1)C(C(=O)NCCCN1CCC(CC1)C1=CC=CC(=N1)NC(C(C)C)=O)C1=CC=C(C=C1)Cl (N-{6-[1-(3-{[BIS(4-CHLOROPHENYL)ACETYL]AMINO}PROPYL)-4-PIPERIDINYL]-2-PYRIDINYL}-2-METHYLPROPANAMIDE). As a reaction SMILES: [Cl:1][C:2]1[CH:7]=[CH:6][C:5]([CH:8]([C:12]2[CH:17]=[CH:16][C:15]([Cl:18])=[CH:14][CH:13]=2)[C:9]([OH:11])=O)=[CH:4][CH:3]=1.[NH2:19][CH2:20][CH2:21][CH2:22][N:23]1[CH2:28][CH2:27][CH:26]([C:29]2[N:34]=[C:33]([NH:35][C:36](=[O:40])[CH:37]([CH3:39])[CH3:38])[CH:32]=[CH:31][CH:30]=2)[CH2:25][CH2:24]1>>[Cl:18][C:15]1[CH:16]=[CH:17][C:12]([CH:8]([C:5]2[CH:4]=[CH:3][C:2]([Cl:1])=[CH:7][CH:6]=2)[C:9]([NH:19][CH2:20][CH2:21][CH2:22][N:23]2[CH2:24][CH2:25][CH:26]([C:29]3[N:34]=[C:33]([NH:35][C:36](=[O:40])[CH:37]([CH3:38])[CH3:39])[CH:32]=[CH:31][CH:30]=3)[CH2:27][CH2:28]2)=[O:11])=[CH:13][CH:14]=1. Reported procedure: Example 50 was prepared from bis(4-chlorophenyl)acetic acid and N-{6-[1-(3-aminopropyl)-4-piperidinyl]-2-pyridinyl}-2-methylpropanamide according to the procedures described in Scheme 10: 1H NMR (400 MHz, CDCl3) δ 8.06 (d, 1H, J=8.0 Hz), 7.96 (br s, 1H), 7.77 (s, 1H), 7.64 (t, 1H, J=8.4 Hz), 7.31–7.26 (m, 8H), 6.88 (dd, 1H, J=0.8, 7.6 Hz), 4.84 (s, 1H), 3.39 (dd, 2H, J=5.6, 11.6 Hz), 2.99 (d, 2H, J=11.6 Hz), 2.59 (m, 1H), 2.47 (t, 2H, J=6.0 Hz), 2.28 (m, 1H), 2.07–2.00 (m, 2H), 1.89 (dd, 2H, J=2... Starting materials: ClCl (chlorine), N1C(=S)NC=2N=CNC2C1=O (2-thioxanthine). Run in Cl (hydrochloric acid), Cl (hydrochloride). Yields the product O.Cl.ClC=1NC(C=2NC=NC2N1)=O (2-chlorohypoxanthine-hydrochloride-monohydrate). RXN SMILES: [Cl:1]Cl.[NH:3]1[C:12](=[O:13])[C:11]2[NH:10][CH:9]=[N:8][C:7]=2[NH:6][C:4]1=S>Cl>[OH2:13].[ClH:1].[Cl:1][C:4]1[NH:3][C:12](=[O:13])[C:11]2[NH:10][CH:9]=[N:8][C:7]=2[N:6]=1 |f:3.4.5|. Reported procedure: 230 g (3.24 mol) of chlorine are introduced into a suspension of 168.2 g (1.0 mol) of 2-thioxanthine in 68 liters of conc. hydrochloric acid in the course of about 5 hours at 3°-5° C. Then about 1 liter of hydrochloric acid is distilled off in a water jet vacuum, the residue is cooled to 0°to +5° C., suction filtered and washed with 0.5 liters of saturated, ice-cold brine and finally with 300 ml of isopropanol. After drying at 50° C. over a period of about 12 hours, 93 g (85.7% of theory) of col...